From a dataset of the Open Reaction Database (ORD), a public repository of structured organic reaction records. describe an organic reaction: reactants, conditions, products, and yield The reactants are OC=1C=CC2=C(C(OC(N2)=O)C(C)C)C1 (6-hydroxy-4-isopropyl-4H-3,1-benzoxazin-2-one), ClC=1C=C(C=CC1Cl)S(=O)CCCCBr (4-(3,4-dichloro-phenylsulfinyl)-butylbromide). The product is ClC=1C=C(C=CC1Cl)S(=O)CCCCOC=1C=CC2=C(C(OC(N2)=O)C(C)C)C1 (6-[4-(3,4-Dichloro-phenylsulfinyl)-butoxy]-4-isopropyl-4H-3,1-benzoxazin-2-one). As a reaction SMILES: [OH:1][C:2]1[CH:3]=[CH:4][C:5]2[NH:10][C:9](=[O:11])[O:8][CH:7]([CH:12]([CH3:14])[CH3:13])[C:6]=2[CH:15]=1.[Cl:16][C:17]1[CH:18]=[C:19]([S:24]([CH2:26][CH2:27][CH2:28][CH2:29]Br)=[O:25])[CH:20]=[CH:21][C:22]=1[Cl:23]>>[Cl:16][C:17]1[CH:18]=[C:19]([S:24]([CH2:26][CH2:27][CH2:28][CH2:29][O:1][C:2]2[CH:3]=[CH:4][C:5]3[NH:10][C:9](=[O:11])[O:8][CH:7]([CH:12]([CH3:13])[CH3:14])[C:6]=3[CH:15]=2)=[O:25])[CH:20]=[CH:21][C:22]=1[Cl:23]. Procedure details: Prepared analogously to Example 4 from 6-hydroxy-4-isopropyl-4H-3,1-benzoxazin-2-one and 4-(3,4-dichloro-phenylsulfinyl)-butylbromide. Starting materials: CN1C(N=C(C2=C1SC=C2)C2=C(C=CC=C2)F)=O (1-methyl-4-(o-fluorophenyl)-1,2-dihydrothieno[2,3-d]pyrimidin-2-one), S(=O)(=O)(Cl)Cl (sulfuryl chloride), N (ammonia). The product is CN1C(N=C(C2=C1SC(=C2)Cl)C2=C(C=CC=C2)F)=O (1-methyl-4-(o-fluorophenyl)-6-chloro-1,2-dihydrothieno[2,3-d]pyrimidin-2-one). Run in C(Cl)Cl (methylene chloride). RXN SMILES: [CH3:1][N:2]1[C:7]2[S:8][CH:9]=[CH:10][C:6]=2[C:5]([C:11]2[CH:16]=[CH:15][CH:14]=[CH:13][C:12]=2[F:17])=[N:4][C:3]1=[O:18].S(Cl)([Cl:22])(=O)=O.N>C(Cl)Cl>[CH3:1][N:2]1[C:7]2[S:8][C:9]([Cl:22])=[CH:10][C:6]=2[C:5]([C:11]2[CH:16]=[CH:15][CH:14]=[CH:13][C:12]=2[F:17])=[N:4][C:3]1=[O:18]. Conditions: time 72 hour. Procedure: To a solution of 0.5 g of 1-methyl-4-(o-fluorophenyl)-1,2-dihydrothieno[2,3-d]pyrimidin-2-one in 20 ml of methylene chloride is added dropwise 1.21 g of sulfuryl chloride. After stirring the reaction mixture for 72 hours at room temperature, the reaction mixture is neutralized with aqueous ammonia, then extracted with methylene chloride. The methylene chloride extracts are washed with water, dried and evaporated under reduced pressure to a residue, to give crystals which are recrystallized from ... The yield is 74.1%. Reaction SMILES: [CH3:1][C:2]1[NH:8][C:7]([NH2:9])=[N:6][C:4](=[O:5])[CH:3]=1.[C:10]([O:15][CH2:16][CH2:17][N:18]=[C:19]=[O:20])(=[O:14])[C:11]([CH3:13])=[CH2:12].CC(C)=O>N1C=CC=CC=1>[CH3:1][C:2]1[NH:8][C:7]([NH:9][C:19](=[O:20])[NH:18][CH2:17][CH2:16][O:15][C:10](=[O:14])[C:11]([CH3:13])=[CH2:12])=[N:6][C:4](=[O:5])[CH:3]=1. Reactants: CC1=CC(=O)N=C(N1)N (6-methylisocytosine), C(C(=C)C)(=O)OCCN=C=O (2-isocyanatoethyl methacrylate), CC(=O)C (Acetone). The solvent is N1=CC=CC=C1 (pyridine). Product: CC1=CC(N=C(N1)NC(NCCOC(C(=C)C)=O)=O)=O (2-Methyl-acrylic acid 2-[3-(6-methyl-4-oxo-1,4-dihydro-pyrimidin-2-yl)-ureido]-ethyl ester). Reported procedure: A suspension of 6-methylisocytosine (0.98 g, 7.8 mmol), and 2-isocyanatoethyl methacrylate (2.20 g, 14.1 mmol) in dry pyridine (35 mL) was heated under reflux for 2 h, giving a clear solution. Cooling induced the formation of crystals. Acetone was added (20 mL), and the resulting microcrystalline powder was filtered. Recrystallization from ethanol/CHCl3 (1:1, v/v) gave analytically pure product (1.62 g, yield is 74%) 1H NMR (400 MHz, CDCl3) 13.00 (s, 1H, intramol H-bonding), 11.97 (s, 1H, CH2—NH... Starting materials: N[C@H]1[C@@H](N(CCC1)C1=C(C=NC=C1)NC1=NC=C2N1N=C(C=C2)C2=NC=CC=C2F)C (N-(4-((trans)-3-amino-2-methyl-1-piperidinyl)-3-pyridinyl)-2-(3-fluoro-2-pyridinyl)imidazo[1,5-b]pyridazin-7-amine), FC1=C(C(=CC=C1)F)C=1C=CC=2N(N1)C(=NC2)NC=2C=NC=CC2N2C(C(CCC2)NC(OC(C)(C)C)=O)C (tert-Butyl (1-(3-((2-(2,6-difluorophenyl)imidazo[1,5-b]pyridazin-7-yl)amino)pyridin-4-yl)-2-methylpiperidin-3-yl)carbamate), C(=O)(C(F)(F)F)O (TFA). Solvent: C(Cl)Cl (DCM). Conditions: time 1 hour. Product: N[C@@H]1[C@@H](N(CCC1)C1=C(C=NC=C1)NC1=NC=C2N1N=C(C=C2)C2=NC=CC=C2F)C (N-(4-((cis)-3-amino-2-methyl-1-piperidinyl)-3-pyridinyl)-2-(3-fluoro-2-pyridinyl)imidazo[1,5-b]pyridazin-7-amine). Isolated yield 96.0%. Reaction SMILES: [NH2:1][C@@H:2]1[CH2:7][CH2:6][CH2:5][N:4]([C:8]2[CH:13]=[CH:12][N:11]=[CH:10][C:9]=2[NH:14][C:15]2[N:19]3[N:20]=[C:21]([C:24]4[C:29]([F:30])=[CH:28][CH:27]=[CH:26][N:25]=4)[CH:22]=[CH:23][C:18]3=[CH:17][N:16]=2)[C@H:3]1[CH3:31].FC1C=CC=C(F)C=1C1C=CC2N(C(NC3C=NC=CC=3N3CCCC(NC(=O)OC(C)(C)C)C3C)=NC=2)N=1.C(O)(C(F)(F)F)=O>C(Cl)Cl>[NH2:1][C@H:2]1[CH2:7][CH2:6][CH2:5][N:4]([C:8]2[CH:13]=[CH:12][N:11]=[CH:10][C:9]=2[NH:14][C:15]2[N:19]3[N:20]=[C:21]([C:24]4[C:29]([F:30])=[CH:28][CH:27]=[CH:26][N:25]=4)[CH:22]=[CH:23][C:18]3=[CH:17][N:16]=2)[C@H:3]1[CH3:31]. Procedure: N-(4-((trans)-3-amino-2-methyl-1-piperidinyl)-3-pyridinyl)-2-(3-fluoro-2-pyridinyl)imidazo[1,5-b]pyridazin-7-amine (enantiomer 1) (Example 54). tert-Butyl (1-(3-((2-(2,6-difluorophenyl)imidazo[1,5-b]pyridazin-7-yl)amino)pyridin-4-yl)-2-methylpiperidin-3-yl)carbamate (first eluting enantiomer) (53 mg, 0.09 mmol) in 2 mL of DCM was treated with 0.5 mL of TFA and stirred at RT for 1 h. Volatiles were removed under reduced pressure. The residue was treated with 10 mL of 1 N NaOH, and the mixture was... The reactants are N(=O)[O-].[Na+] (sodium nitrite), N(=O)[O-].[Na+] (sodium nitrite), FC1=C(N)C=C(C=C1)CCC (2-fluoro-5-n-propylaniline), diazonium salt, diazonium salt, C(C)(=O)O (acetic acid), S(=O)=O (sulfur dioxide). Reagents/catalysts: [Cu](Cl)Cl (copper chloride). Run in O (water), O (water), S(O)(O)(=O)=O (sulfuric acid), O (water). Reaction conditions: temperature -10 celsius, time 25 minute. The product is FC1=C(C=C(C=C1)CCC)S(=O)(=O)O (2-fluoro-5-n-propylbenzenesulfonic acid). The yield is 39.9%. Reaction SMILES: [F:1][C:2]1[CH:8]=[CH:7][C:6]([CH2:9][CH2:10][CH3:11])=[CH:5][C:3]=1N.N([O-])=O.[Na+].C(O)(=[O:18])C.[S:20](=[O:22])=[O:21]>S(=O)(=O)(O)O.O.[Cu](Cl)Cl>[F:1][C:2]1[CH:8]=[CH:7][C:6]([CH2:9][CH2:10][CH3:11])=[CH:5][C:3]=1[S:20]([OH:18])(=[O:22])=[O:21] |f:1.2|. Procedure: A solution of 12.53 g of 2-fluoro-5-n-propylaniline dissolved in a mixed solution of 73 ml of conc. sulfuric acid and 120 ml of water was cooled to -10° C. and an aqueous sodium nitrite solution containing 6.15 g of sodium nitrite dissolved in 15 ml of water was added dropwise thereinto at a temperature of -5° C. or lower, followed by stirring at this temperature for 25 minutes to prepare a diazonium salt solution. The diazonium salt solution was added dropwise into a mixed solution of 120 ml of... Starting materials: C[Al](C)C (Trimethylaluminium), CCCCCC (hexane), NC1=NC=C(C(=O)N(C)C)C=C1 (6-amino-N,N-dimethylnicotinamide), C[Al](C)C (Trimethylaluminium), NC1=NC=C(C(=O)N(C)C)C=C1 (6-amino-N,N-dimethylnicotinamide), ClC=1C(=NC=CC1)N1N=CC=2C1=NC=NC2O[C@H](C(=O)OC)COC(C)C ((2S)-Methyl 2-(1-(3-chloropyridin-2-yl)-1H-pyrazolo[3,4-d]pyrimidin-4-yloxy)-3-isopropoxypropanoate). Solvent: C1(=CC=CC=C1)C (toluene), C1(=CC=CC=C1)C (toluene), C1(=CC=CC=C1)C (toluene). Conditions: temperature 0 celsius, time 20 minute. Yields the product ClC=1C(=NC=CC1)N1N=CC=2C1=NC=NC2O[C@H](C(=O)NC2=NC=C(C(=O)N(C)C)C=C2)COC(C)C (6-((2S)-2-(1-(3-chloropyridin-2-yl)-1H-pyrazolo[3,4-d]pyrimidin-4-yloxy)-3-isopropoxypropanamido)-N,N-dimethylnicotinamide). Reaction SMILES: C[Al](C)C.[NH2:5][C:6]1[CH:16]=[CH:15][C:9]([C:10]([N:12]([CH3:14])[CH3:13])=[O:11])=[CH:8][N:7]=1.[Cl:17][C:18]1[C:19]([N:24]2[C:28]3=[N:29][CH:30]=[N:31][C:32]([O:33][C@@H:34]([CH2:39][O:40][CH:41]([CH3:43])[CH3:42])[C:35](OC)=[O:36])=[C:27]3[CH:26]=[N:25]2)=[N:20][CH:21]=[CH:22][CH:23]=1.CCCCCC>C1(C)C=CC=CC=1>[Cl:17][C:18]1[C:19]([N:24]2[C:28]3=[N:29][CH:30]=[N:31][C:32]([O:33][C@@H:34]([CH2:39][O:40][CH:41]([CH3:43])[CH3:42])[C:35]([NH:5][C:6]4[CH:16]=[CH:15][C:9]([C:10]([N:12]([CH3:14])[CH3:13])=[O:11])=[CH:8][N:7]=4)=[O:36])=[C:27]3[CH:26]=[N:25]2)=[N:20][CH:21]=[CH:22][CH:23]=1. Procedure details: Trimethylaluminium (2M in hexane, 0.376 mL, 0.75 mmol) was added to 6-amino-N,N-dimethylnicotinamide (CAS no. 827588-33-0) (108 mg, 0.65 mmol) in toluene (20 mL) at 0° C. under Nitrogen. The resulting solution was stirred at 0° C. for 20 minutes. (2S)-Methyl 2-(1-(3-chloropyridin-2-yl)-1H-pyrazolo[3,4-d]pyrimidin-4-yloxy)-3-isopropoxypropanoate (Intermediate L1) (256 mg, 0.65 mmol) in toluene (6 mL) was added dropwise at this temperature. After the addition was complete, the solution was allowed... The reactants are COc1ccc(C2S(=O)(=O)CCCS2(=O)=O)cc1OC, CN(C)C=O, ClCC1CO1, [H-], [Na+], O. Product: COc1ccc(C2(CC3CO3)S(=O)(=O)CCCS2(=O)=O)cc1OC. Reaction SMILES: [CH3:1][O:2][c:3]1[cH:4][c:5]([CH:11]2[S:12](=[O:19])(=[O:20])[CH2:13][CH2:14][CH2:15][S:16]2(=[O:17])=[O:18])[cH:6][cH:7][c:8]1[O:9][CH3:10].[CH3:29][N:30]([CH3:31])[CH:32]=[O:33].[Cl:23][CH2:24][CH:25]1[CH2:26][O:27]1.[H-:21].[Na+:22].[OH2:28]>>[CH3:1][O:2][c:3]1[cH:4][c:5]([C:11]2([CH2:24][CH:25]3[CH2:26][O:27]3)[S:12](=[O:19])(=[O:20])[CH2:13][CH2:14][CH2:15][S:16]2(=[O:17])=[O:18])[cH:6][cH:7][c:8]1[O:9][CH3:10]. Reactants: COC(N(C)C)OC (N,N-dimethylformamide dimethylacetal), O (water), OC1=C(C(=O)CC=O)C=C(C(=C1)NS(=O)(=O)C)OC1=CC=CC=C1 (2-(2-hydroxy-4-methylsulfonylamino-5-phenoxybenzoyl)acetaldehyde), C(C)(=O)OCC (ethyl acetate). Run in C1=CC=CC=C1 (benzene), CN(C=O)C (N,N-dimethylformamide). Conditions: time 8 hour. Yields the product C(=O)C1=COC2=C(C1=O)C=C(C(=C2)NS(=O)(=O)C)OC2=CC=CC=C2 (3-formyl-7-methylsulfonylamino-6-phenoxy-4H-1-benzopyran-4-one). The yield is 50.4%. As a reaction SMILES: [OH:1][C:2]1[CH:12]=[C:11]([NH:13][S:14]([CH3:17])(=[O:16])=[O:15])[C:10]([O:18][C:19]2[CH:24]=[CH:23][CH:22]=[CH:21][CH:20]=2)=[CH:9][C:3]=1[C:4]([CH2:6][CH:7]=[O:8])=[O:5].[CH3:25]OC(OC)N(C)C.C(OCC)(=O)C.O>C1C=CC=CC=1.CN(C)C=O>[CH:7]([C:6]1[C:4](=[O:5])[C:3]2[CH:9]=[C:10]([O:18][C:19]3[CH:24]=[CH:23][CH:22]=[CH:21][CH:20]=3)[C:11]([NH:13][S:14]([CH3:17])(=[O:16])=[O:15])=[CH:12][C:2]=2[O:1][CH:25]=1)=[O:8]. Reported procedure: 25 g of 2-(2-hydroxy-4-methylsulfonylamino-5-phenoxybenzoyl)acetaldehyde was dissolved in 260 ml of benzene and 130 ml of N,N-dimethylformamide. Thereto was added 26 ml of N,N-dimethylformamide dimethylacetal. The mixture was stirred for 8 hours at room temperature. The reaction mixture was introduced into a mixture consisting of 200 ml of ethyl acetate and 200 ml of water. The organic layer was separated, washed with water and a saturated aqueous sodium chloride solution in this order, and drie...